Task: describe an organic reaction: reactants, conditions, products, and yield. Dataset: the Open Reaction Database (ORD), a public repository of structured organic reaction records Reactants: N12C[C@@H](C(CC1)CC2)OC(=O)N2C=NC=C2 (imidazole-1-carboxylic acid (R)-1-aza-bicyclo[2.2.2]oct-3-yl ester), FC=1C=C(C=CC1)C(O)C1=CC=C(C=C1)F ((3-fluoro-phenyl)-(4-fluoro-phenyl)-methanol). Yields the product FC1=CC=C(C=C1)C(C1=CC(=CC=C1)F)OC(O[C@H]1CN2CCC1CC2)=O (Carbonic acid (R)-(1-aza-bicyclo[2.2.2]oct-3-yl) ester (4-fluoro-phenyl)-(3-fluoro-phenyl)-methyl ester). RXN SMILES: [N:1]12[CH2:8][CH2:7][CH:4]([CH2:5][CH2:6]1)[C@@H:3]([O:9][C:10](N1C=CN=C1)=[O:11])[CH2:2]2.[F:17][C:18]1[CH:19]=[C:20]([CH:24]([C:26]2[CH:31]=[CH:30][C:29]([F:32])=[CH:28][CH:27]=2)[OH:25])[CH:21]=[CH:22][CH:23]=1>>[F:32][C:29]1[CH:28]=[CH:27][C:26]([CH:24]([O:25][C:10](=[O:11])[O:9][C@@H:3]2[CH:4]3[CH2:5][CH2:6][N:1]([CH2:8][CH2:7]3)[CH2:2]2)[C:20]2[CH:21]=[CH:22][CH:23]=[C:18]([F:17])[CH:19]=2)=[CH:31][CH:30]=1. Procedure: The desired product was prepared by reacting imidazole-1-carboxylic acid (R)-1-aza-bicyclo[2.2.2]oct-3-yl ester with (3-fluoro-phenyl)-(4-fluoro-phenyl)-methanol. Starting materials: C(C)(C)(C)OC(=O)N1C(C=2N(CC1)C(=NC2I)CC)CCC2=CC(=C(C(=C2)F)C(F)(F)F)F (8-[2-(3,5-difluoro-4-trifluoromethyl-phenyl)-ethyl]-3-ethyl-1-iodo-5,6-dihydro-8H-imidazo[1,5-a]pyrazine-7-carboxylic acid tert-butyl ester), C(Cl)Cl.CO (DCM MeOH). Yields the product C(C)(C)(C)OC(=O)N1C(C=2N(CC1)C(=NC2Cl)CC)CCC2=CC(=C(C(=C2)F)C(F)(F)F)F (1-chloro-8-[2-(3,5-difluoro-4-trifluoromethyl-phenyl)-ethyl]-3-ethyl-5,6-dihydro-8H-imidazo[1,5-a]pyrazine-7-carboxylic acid tert-butyl ester). As a reaction SMILES: [C:1]([O:5][C:6]([N:8]1[CH2:13][CH2:12][N:11]2[C:14]([CH2:18][CH3:19])=[N:15][C:16](I)=[C:10]2[CH:9]1[CH2:20][CH2:21][C:22]1[CH:27]=[C:26]([F:28])[C:25]([C:29]([F:32])([F:31])[F:30])=[C:24]([F:33])[CH:23]=1)=[O:7])([CH3:4])([CH3:3])[CH3:2].C(Cl)[Cl:35].CO>>[C:1]([O:5][C:6]([N:8]1[CH2:13][CH2:12][N:11]2[C:14]([CH2:18][CH3:19])=[N:15][C:16]([Cl:35])=[C:10]2[CH:9]1[CH2:20][CH2:21][C:22]1[CH:27]=[C:26]([F:28])[C:25]([C:29]([F:32])([F:31])[F:30])=[C:24]([F:33])[CH:23]=1)=[O:7])([CH3:4])([CH3:3])[CH3:2] |f:1.2|. Reported procedure: According to the general procedure (GP12), chlorination of 8-[2-(3,5-difluoro-4-trifluoromethyl-phenyl)-ethyl]-3-ethyl-1-iodo-5,6-dihydro-8H-imidazo[1,5-a]pyrazine-7-carboxylic acid tert-butyl ester (500 mg; 0.854 mmol) and purification by FC (DCM/MeOH=100/3) gave the product 1-chloro-8-[2-(3,5-difluoro-4-trifluoromethyl-phenyl)-ethyl]-3-ethyl-5,6-dihydro-8H-imidazo[1,5-a]pyrazine-7-carboxylic acid tert-butyl ester as a yellow solid (179 mg; 42%). LC-MS: tR=1.05 min.; [M+H]+=494.37 g/mol. The reactants are CO, COC(=O)c1c(OC)c2c([n+]([O-])c1C)CCCCC2, [H][H]. Yields the product COC(=O)c1c(C)nc2c(c1OC)CCCCC2. RXN SMILES: [CH3:22][OH:23].[CH3:3][O:4][c:5]1[c:6]2[c:7]([n+:8]([O-:16])[c:9]([CH3:15])[c:10]1[C:11](=[O:12])[O:13][CH3:14])[CH2:17][CH2:18][CH2:19][CH2:20][CH2:21]2.[H:1][H:2]>>[CH3:3][O:4][c:5]1[c:6]2[c:7]([n:8][c:9]([CH3:15])[c:10]1[C:11](=[O:12])[O:13][CH3:14])[CH2:17][CH2:18][CH2:19][CH2:20][CH2:21]2. Reactants: C1(=CC=CC=C1)C1=NC=C(C=O)C=C1 (6-Phenylnicotinaldehyde), C(C)[Mg]Br (ethylmagnesium bromide). Yields the product C1(=CC=CC=C1)C1=CC=C(C=N1)C(CC)O (1-(6-phenylpyridin-3-yl)propan-1-ol). RXN SMILES: [C:1]1([C:7]2[CH:14]=[CH:13][C:10]([CH:11]=[O:12])=[CH:9][N:8]=2)[CH:6]=[CH:5][CH:4]=[CH:3][CH:2]=1.[CH2:15]([Mg]Br)[CH3:16]>>[C:1]1([C:7]2[N:8]=[CH:9][C:10]([CH:11]([OH:12])[CH2:15][CH3:16])=[CH:13][CH:14]=2)[CH:2]=[CH:3][CH:4]=[CH:5][CH:6]=1. Procedure: Synthesized using compound 43b (313 mg, 1.71 mmol) and ethylmagnesium bromide (3.42 mL, 3.42 mmol, 1 M in THF) according to Method D. Crude product was purified by flash chromatography on silica-gel using a mixture of hexane/ethyl acetate (3:1) as eluent. Light yellow solid. Yield: 298 mg, 82%. 1H NMR (CDCl3, 500 MHz): δH (ppm)=0.90-0.95 (m, 3H) 1.71-1.88 (m, 2H) 4.62 (t, J=6.62 Hz, 1H) 7.38-7.43 (m, 1H) 7.43-7.49 (m, 2H) 7.64-7.67 (m, 1H) 7.69-7.73 (m, 1H) 7.92-7.96 (m, 2H) 8.54 (d, J=2.21 Hz, ... The reactants are CC(CCOC=1C=C(C=CC1)C1=C(C(=O)OC)C=CC(=C1)C(=O)OC)CCCC(C)C (dimethyl 2-(3′-(3,7-dimethyl-octyloxy)phenyl)terephthalate). Run in C1CCOC1 (THF), C1CCOC1 (THF). Reaction conditions: time 4 hour. Yields the product OCC1=C(C=C(C=C1)CO)C1=CC(=CC=C1)OCCC(CCCC(C)C)C (2,5-Bishydroxymethyl-3′-(3,7-dimethyloctyloxy)biphenyl). The yield is 82.3%. RXN SMILES: [CH3:1][CH:2]([CH2:26][CH2:27][CH2:28][CH:29]([CH3:31])[CH3:30])[CH2:3][CH2:4][O:5][C:6]1[CH:7]=[C:8]([C:12]2[CH:21]=[C:20]([C:22](OC)=[O:23])[CH:19]=[CH:18][C:13]=2[C:14](OC)=[O:15])[CH:9]=[CH:10][CH:11]=1>C1COCC1>[OH:15][CH2:14][C:13]1[CH:18]=[CH:19][C:20]([CH2:22][OH:23])=[CH:21][C:12]=1[C:8]1[CH:9]=[CH:10][CH:11]=[C:6]([O:5][CH2:4][CH2:3][CH:2]([CH3:1])[CH2:26][CH2:27][CH2:28][CH:29]([CH3:31])[CH3:30])[CH:7]=1. Procedure details: LiAH4 (9.4 g, 248 mmol) and 300 ml of THF were placed in a reaction vessel under N2. At RT, dimethyl 2-(3′-(3,7-dimethyl-octyloxy)phenyl)terephthalate (75.5 g, 177 mmol), dissolved in 120 ml of THF, was then slowly added dropwise. The mixture was subsequently stirred for 4 hours under reflux. After cooling, excess LiAlH4 was carefully destroyed by addition of H2O. Half-concentrated H2SO4 (about 50 ml) was then carefully added dropwise. The mixture became very viscous during this addition. After ...